This data is from the Open Reaction Database (ORD), a public repository of structured organic reaction records. The task is: describe an organic reaction: reactants, conditions, products, and yield Product: O=S(=O)(c1ccccc1)N1CCC(C(=Nc2ccc(F)cc2)c2ccc(F)cc2)CC1. RXN SMILES: [F:1][c:2]1[cH:3][cH:4][c:5]([C:8](=[O:9])[CH:10]2[CH2:11][CH2:12][N:13]([S:16](=[O:17])(=[O:18])[c:19]3[cH:20][cH:21][cH:22][cH:23][cH:24]3)[CH2:14][CH2:15]2)[cH:6][cH:7]1.[NH2:25][c:26]1[cH:27][cH:28][c:29]([F:30])[cH:31][cH:32]1.[c:33]1([S:34]([OH:35])(=[O:36])=[O:37])[cH:38][cH:39][cH:40][cH:41][cH:42]1.[c:43]1([CH3:44])[c:45]([CH3:46])[cH:47][cH:48][cH:49][cH:50]1>>[F:1][c:2]1[cH:3][cH:4][c:5]([C:8]([CH:10]2[CH2:11][CH2:12][N:13]([S:16](=[O:17])(=[O:18])[c:19]3[cH:20][cH:21][cH:22][cH:23][cH:24]3)[CH2:14][CH2:15]2)=[N:25][c:26]2[cH:27][cH:28][c:29]([F:30])[cH:31][cH:32]2)[cH:6][cH:7]1. Reactants: O=C(c1ccc(F)cc1)C1CCN(S(=O)(=O)c2ccccc2)CC1, Nc1ccc(F)cc1, O=S(=O)(O)c1ccccc1, Cc1ccccc1C. Starting materials: [H-].[Na+] (NaH), ClC=1C=C(C=CC1F)NC1=NC=NC2=CC(=C(C=C12)[N+](=O)[O-])F (N-(3-chloro-4-fluorophenyl)-7-fluoro-6-nitroquinazolin-4-amine), [H-].[Na+] (NaH), C1[C@H]([C@@H]2[C@H](O1)[C@H](CO2)O)O (dianhydro-D-glucitol), CI (methyl iodide). Solvent: CN(C)C=O (DMF), CN(C)C=O (DMF). Conditions: temperature 0 celsius, time 20 minute. Yields the product ClC=1C=C(C=CC1F)NC1=NC=NC2=CC(=C(C=C12)[N+](=O)[O-])O[C@@H]1[C@H]2[C@@H](OC1)[C@@H](CO2)OC (N-(3-chloro-4-fluorophenyl)-7-(((3S,3aS,6R,6aS)-6-methoxyhexahydrofuro[3,2-b]furan-3-yl)oxy)-6-nitroquinazolin-4-amine). As a reaction SMILES: [H-].[Na+].[CH2:3]1[O:7][C@@H:6]2[C@@H:8]([OH:11])[CH2:9][O:10][C@@H:5]2[C@@H:4]1[OH:12].[CH3:13]I.[Cl:15][C:16]1[CH:17]=[C:18]([NH:23][C:24]2[C:33]3[C:28](=[CH:29][C:30](F)=[C:31]([N+:34]([O-:36])=[O:35])[CH:32]=3)[N:27]=[CH:26][N:25]=2)[CH:19]=[CH:20][C:21]=1[F:22]>CN(C=O)C>[Cl:15][C:16]1[CH:17]=[C:18]([NH:23][C:24]2[C:33]3[C:28](=[CH:29][C:30]([O:12][C@H:4]4[CH2:3][O:7][C@H:6]5[C@H:8]([O:11][CH3:13])[CH2:9][O:10][C@@H:5]45)=[C:31]([N+:34]([O-:36])=[O:35])[CH:32]=3)[N:27]=[CH:26][N:25]=2)[CH:19]=[CH:20][C:21]=1[F:22] |f:0.1|. Procedure: NaH (60% dispersion in mineral oil, 493 mg, 12.32 mmol) was added in portions to a stirring solution of dianhydro-D-glucitol (1.5 g, 10.26 mmol) in DMF (20 mL) at room temperature under N2 (g) atmosphere. After 20 min, methyl iodide (639 μL, 10.26 mmol) was added, the mixture stirred for 30 min, cooled to 0° C., followed by stepwise addition of DMF (20 mL) and NaH (493 mg, 12.32 mmol). N-(3-chloro-4-fluorophenyl)-7-fluoro-6-nitroquinazolin-4-amine 1a (500 mg, 1.48 mmol, prepared according to Sma...